Dataset: the Open Reaction Database (ORD), a public repository of structured organic reaction records. Task: describe an organic reaction: reactants, conditions, products, and yield The reactants are Cl.N1(C=CC=C1)C(=N)N (1H-pyrrole-1-carboxamidine hydrochloride), C(C)(C)(C)OC(=O)N1CCNCC1 (N-tert-butoxycarbonyl piperazine), C(C)(C)N(C(C)C)CC (N,N-diisopropylethylamine). The solvent is CC(C)O (2-propanol). Yields the product C(C)(C)(C)OC(=O)NC(=N)N1CCNCC1 (N-tert-butoxycarbonyl piperazine-1-carboxamidine). The yield is 90.5%. As a reaction SMILES: Cl.[N:2]1([C:7]([NH2:9])=[NH:8])[CH:6]=[CH:5][CH:4]=[CH:3]1.[C:10]([O:14][C:15](N1CCNCC1)=[O:16])([CH3:13])([CH3:12])[CH3:11].C([N:26](CC)C(C)C)(C)C>CC(O)C>[C:10]([O:14][C:15]([NH:9][C:7]([N:2]1[CH2:6][CH2:5][NH:26][CH2:4][CH2:3]1)=[NH:8])=[O:16])([CH3:13])([CH3:12])[CH3:11] |f:0.1|. Reported procedure: A mixture 1H-pyrrole-1-carboxamidine hydrochloride (4.40 g, 30 mmol), N-tert-butoxycarbonyl piperazine (5.59 g, 30 mmol) and N,N-diisopropylethylamine (6.3 mL, 36 mmol) in 2-propanol (50 mL) was refluxed for 24 h, cooled to room temperature and the solvents were removed under reduced pressure. The residue was suspended in acetonitrile (50 mL) and filtered; the white precipitate was washed with acetonitrile (50 mL) and dried under vacuum to yield N-tert-butoxycarbonyl piperazine-1-carboxamidine (... Reactants: N1=CC=CC2=CC(=CC=C12)OC(C(=O)O)CC (2-(6-Quinolinyloxy)butyric acid), NC(C#CCO[Si](C)(C)C(C)(C)C)(C)C (4-amino-1-tert-butyldimethylsilyloxy-4-methylpent-2-yne), CCCCCC.C(C)(=O)OCC (hexane ethyl acetate), Cl.CN(CCCN=C=NCC)C (N-(3-dimethylaminopropyl)-N′-ethylcarbodiimide hydrochloride). The reagents and catalysts are CN(C1=CC=NC=C1)C (4-dimethylaminopyridine). Run in ClCCl (dichloromethane), ClCCl (dichloromethane). Reaction conditions: time 3.5 hour. The product is N1=CC=CC2=CC(=CC=C12)OC(C(=O)NC(C#CCO[Si](C)(C)C(C)(C)C)(C)C)CC (2-(6-quinolinyloxy)-N-(1-tert-butyldimethylsilyloxy-4-methylpent-2-yn-4-yl)butyramide). Isolated yield 10.9%. Reaction SMILES: [N:1]1[C:10]2[C:5](=[CH:6][C:7]([O:11][CH:12]([CH2:16][CH3:17])[C:13]([OH:15])=O)=[CH:8][CH:9]=2)[CH:4]=[CH:3][CH:2]=1.[NH2:18][C:19]([CH3:32])([CH3:31])[C:20]#[C:21][CH2:22][O:23][Si:24]([C:27]([CH3:30])([CH3:29])[CH3:28])([CH3:26])[CH3:25].Cl.CN(C)CCCN=C=NCC.CCCCCC.C(OCC)(=O)C>CN(C)C1C=CN=CC=1.ClCCl>[N:1]1[C:10]2[C:5](=[CH:6][C:7]([O:11][CH:12]([CH2:16][CH3:17])[C:13]([NH:18][C:19]([CH3:32])([CH3:31])[C:20]#[C:21][CH2:22][O:23][Si:24]([C:27]([CH3:30])([CH3:29])[CH3:28])([CH3:25])[CH3:26])=[O:15])=[CH:8][CH:9]=2)[CH:4]=[CH:3][CH:2]=1 |f:2.3,4.5|. Procedure: 2-(6-Quinolinyloxy)butyric acid (0.61 g), 4-amino-1-tert-butyldimethylsilyloxy-4-methylpent-2-yne (0.57 g) and 4-dimethylaminopyridine (0.010 g) in dry dichloromethane (10 ml) were stirred and N-(3-dimethylaminopropyl)-N′-ethylcarbodiimide hydrochloride (0.53 g) was added. The mixture was stirred at ambient temperature for 3.5 hours, stored for 2 days, diluted with dichloromethane, washed with saturated aqueous sodium hydrogen carbonate (twice) and then with water. The organic phase was dried ov... Starting materials: [OH-].[Na+] (NaOH), C1(=CC=CC=C1)C=1OC=C(N1)C1=C(C(=O)OCC)C=CC=N1 (ethyl 2-(2-phenyloxazol-4-yl)nicotinate). Solvent: CCO (EtOH). Run at time 8 hour. Product: C1(=CC=CC=C1)C=1OC=C(N1)C1=C(C(=O)O)C=CC=N1 (2-(2-phenyloxazol-4-yl)nicotinic acid). RXN SMILES: [OH-].[Na+].[C:3]1([C:9]2[O:10][CH:11]=[C:12]([C:14]3[N:24]=[CH:23][CH:22]=[CH:21][C:15]=3[C:16]([O:18]CC)=[O:17])[N:13]=2)[CH:8]=[CH:7][CH:6]=[CH:5][CH:4]=1>CCO>[C:3]1([C:9]2[O:10][CH:11]=[C:12]([C:14]3[N:24]=[CH:23][CH:22]=[CH:21][C:15]=3[C:16]([OH:18])=[O:17])[N:13]=2)[CH:4]=[CH:5][CH:6]=[CH:7][CH:8]=1 |f:0.1|. Procedure details: An aqueous solution of NaOH (0.27 mL, 2M in water, 0.54 mmol) was added to a solution of ethyl 2-(2-phenyloxazol-4-yl)nicotinate (80 mg, 0.27 mmol) in EtOH (2.7 mL). After stirring overnight at room temperature the solvent was removed in vacuo, the residue was dissolved in water and HCl (2M in water) was added until pH ˜1 was obtained. The solvent was removed in vacuo and the crude product obtained was used without further purification; ESI-MS [M+H+]=267.1. The reactants are [BH4-], CCCCCCC(C)(C)c1ccc(CCC(C)=O)c(OCc2ccccc2)c1, CO, [Na+]. The product is CCCCCCC(C)(C)c1ccc(CCC(C)O)c(OCc2ccccc2)c1. Reaction SMILES: [BH4-:29].[CH2:1]([c:2]1[cH:3][cH:4][cH:5][cH:6][cH:7]1)[O:8][c:9]1[c:10]([CH2:24][CH2:25][C:26]([CH3:27])=[O:28])[cH:11][cH:12][c:13]([C:15]([CH2:16][CH2:17][CH2:18][CH2:19][CH2:20][CH3:21])([CH3:22])[CH3:23])[cH:14]1.[CH3:31][OH:32].[Na+:30]>>[CH2:1]([c:2]1[cH:3][cH:4][cH:5][cH:6][cH:7]1)[O:8][c:9]1[c:10]([CH2:24][CH2:25][CH:26]([CH3:27])[OH:28])[cH:11][cH:12][c:13]([C:15]([CH2:16][CH2:17][CH2:18][CH2:19][CH2:20][CH3:21])([CH3:22])[CH3:23])[cH:14]1. Reaction SMILES: [Cl:1][c:2]1[c:3]([NH2:4])[c:5]([S:9][CH3:10])[cH:6][cH:7][cH:8]1.[Cl:24][CH2:25][Cl:26].[ClH:22].[I-:16].[K+:15].[N:11]([O-:12])=[O:13].[Na+:14].[Na+:21].[OH2:23].[S:17](=[O:18])([OH:19])[O-:20]>>[Cl:1][c:2]1[c:3]([I:16])[c:5]([S:9][CH3:10])[cH:6][cH:7][cH:8]1. The product is CSc1cccc(Cl)c1I. Reactants: CSc1cccc(Cl)c1N, ClCCl, Cl, [I-], [K+], O=N[O-], [Na+], [Na+], O, O=S([O-])O.